From a dataset of the Open Reaction Database (ORD), a public repository of structured organic reaction records. describe an organic reaction: reactants, conditions, products, and yield Reactants: FC(C(=O)NC1=CC(=CC=C1)C1=NN2C(C=CC=C2)=C1C1=NC(=NC=C1)NC1=CC=C2CCN(CC2=C1)C)(F)F (2,2,2-trifluoro-N-[3-(3-{2-[(2-methyl-1,2,3,4-tetrahydro-7-isoquinolinyl)amino]-4-pyrimidinyl}pyrazolo[1,5-a]pyridin-2-yl)phenyl]acetamide), O[Li].O (LiOH.H2O). Run in O1CCCC1 (tetrahydrofuran), O (water), C(Cl)Cl (DCM). Run at temperature 50 celsius. Yields the product NC=1C=C(C=CC1)C1=NN2C(C=CC=C2)=C1C1=NC(=NC=C1)NC1=CC=C2CCN(CC2=C1)C (N-{4-[2-(3-Aminophenyl)pyrazolo[1,5-a]pyridin-3-yl]-2-pyrimidinyl}-2-methyl-1,2,3,4-tetrahydro-7-isoquinolinamine). Yield: 92.0%. RXN SMILES: FC(F)(F)C([NH:5][C:6]1[CH:11]=[CH:10][CH:9]=[C:8]([C:12]2[C:20]([C:21]3[CH:26]=[CH:25][N:24]=[C:23]([NH:27][C:28]4[CH:37]=[C:36]5[C:31]([CH2:32][CH2:33][N:34]([CH3:38])[CH2:35]5)=[CH:30][CH:29]=4)[N:22]=3)=[C:15]3[CH:16]=[CH:17][CH:18]=[CH:19][N:14]3[N:13]=2)[CH:7]=1)=O.O[Li].O>O1CCCC1.O.C(Cl)Cl>[NH2:5][C:6]1[CH:7]=[C:8]([C:12]2[C:20]([C:21]3[CH:26]=[CH:25][N:24]=[C:23]([NH:27][C:28]4[CH:37]=[C:36]5[C:31]([CH2:32][CH2:33][N:34]([CH3:38])[CH2:35]5)=[CH:30][CH:29]=4)[N:22]=3)=[C:15]3[CH:16]=[CH:17][CH:18]=[CH:19][N:14]3[N:13]=2)[CH:9]=[CH:10][CH:11]=1 |f:1.2|. Reported procedure: To a solution of 2,2,2-trifluoro-N-[3-(3-{2-[(2-methyl-1,2,3,4-tetrahydro-7-isoquinolinyl)amino]-4-pyrimidinyl}pyrazolo[1,5-a]pyridin-2-yl)phenyl]acetamide (290 mg, 0.53 mmol) in tetrahydrofuran (2 mL) and deionized water (2 mL) was added LiOH.H2O (34 mg, 0.80 mmol). The reaction was heated to 50° C. for 3 h, and then diluted with 10 mL DCM. The aqueous layer was extracted with EtOAc, and the combined organic layers were dried over Na2SO4, filtered, and concentrated to generate the title compoun...